Dataset: the Open Reaction Database (ORD), a public repository of structured organic reaction records. Task: describe an organic reaction: reactants, conditions, products, and yield The reactants are O=C(C)C=C(C)C (mesityl oxide), CC(=CCO)C (3-methyl-2-buten-1-ol). Run in C(=O)O (formic acid). Yields the product 190, CC(=CC(C)=O)CCC=C(C)C (4,8-dimethyl-3,7-nonadien-2-one). The yield is 78.0%. As a reaction SMILES: [O:1]=[C:2]([CH:4]=[C:5]([CH3:7])[CH3:6])[CH3:3].[CH3:8][C:9]([CH3:13])=[CH:10][CH2:11]O>C(O)=O>[CH3:6][C:5]([CH2:7][CH2:11][CH:10]=[C:9]([CH3:13])[CH3:8])=[CH:4][C:2](=[O:1])[CH3:3]. Reported procedure: 800 parts of mesityl oxide, 200 parts of 3-methyl-2-buten-1-ol (prenol) and 2 parts of formic acid are heated at 250°C for 3 hours in a vibrated autoclave holding 2500 parts by volume at a pressure of 60 atmospheres. The reaction mixture is worked up by distillation and gives 190 parts of 4,8-dimethyl-3,7-nonadien-2-one having a boiling point of 60° to 62°C at 0.2 mm. The yield is 78% of theory at a conversion of 63% based on prenol. Conditions: time 12 hour. Reaction SMILES: [CH3:1][O:2][C:3]1[CH:4]=[C:5]([CH:43]=[C:44]([O:48][CH3:49])[C:45]=1[O:46][CH3:47])[C:6]([N:8]1[CH2:12][CH2:11][C:10]([CH2:21][CH2:22][N:23]2[CH2:28][CH2:27][CH:26]([NH:29][C:30]3[N:34]([CH2:35][CH2:36][C:37]#[N:38])[C:33]4[CH:39]=[CH:40][CH:41]=[CH:42][C:32]=4[N:31]=3)[CH2:25][CH2:24]2)([C:13]2[CH:18]=[CH:17][C:16]([F:19])=[C:15]([F:20])[CH:14]=2)[CH2:9]1)=[O:7].[CH3:50][S:51]([OH:54])(=[O:53])=[O:52].C(OCC)C>C(OCC)(=O)C>[CH3:50][S:51]([OH:54])(=[O:53])=[O:52].[CH3:1][O:2][C:3]1[CH:4]=[C:5]([CH:43]=[C:44]([O:48][CH3:49])[C:45]=1[O:46][CH3:47])[C:6]([N:8]1[CH2:12][CH2:11][C:10]([CH2:21][CH2:22][N:23]2[CH2:24][CH2:25][CH:26]([NH:29][C:30]3[N:34]([CH2:35][CH2:36][C:37]#[N:38])[C:33]4[CH:39]=[CH:40][CH:41]=[CH:42][C:32]=4[N:31]=3)[CH2:27][CH2:28]2)([C:13]2[CH:18]=[CH:17][C:16]([F:19])=[C:15]([F:20])[CH:14]=2)[CH2:9]1)=[O:7] |f:4.5|. Reported procedure: Combine 1-(3,4,5-trimethoxybenzoyl)-3-(2-(4-(1-(2-cyanoethyl)-1H-benzimidazol-2-yl-amino)piperidin-1-yl)ethyl)-3-(3,4-difluorophenyl)pyrrolidine (0.11 g, 0.16 mmol) and methanesulfonic acid (0.033 g, 0.34 mmol) in ethyl acetate (5 ml and stir. After 12 hours, add diethyl ether (100 mL) to give a solid. Decant and add diethyl ether. Collect the solid and dry in vacuo to give the title compound. The product is CS(=O)(=O)O.COC=1C=C(C(=O)N2CC(CC2)(C2=CC(=C(C=C2)F)F)CCN2CCC(CC2)NC2=NC3=C(N2CCC#N)C=CC=C3)C=C(C1OC)OC (1-(3,4,5-trimethoxybenzoyl)-3-(2-(4-(1-(2-cyanoethyl)-1H-benzimidazol-2-yl-amino)piperidin-1-yl)ethyl)-3-(3,4-difluorophenyl)pyrrolidine Methanesulfonic Acid Salt). The solvent is C(C)(=O)OCC (ethyl acetate). Starting materials: COC=1C=C(C(=O)N2CC(CC2)(C2=CC(=C(C=C2)F)F)CCN2CCC(CC2)NC2=NC3=C(N2CCC#N)C=CC=C3)C=C(C1OC)OC (1-(3,4,5-trimethoxybenzoyl)-3-(2-(4-(1-(2-cyanoethyl)-1H-benzimidazol-2-yl-amino)piperidin-1-yl)ethyl)-3-(3,4-difluorophenyl)pyrrolidine), CS(=O)(=O)O (methanesulfonic acid), C(C)OCC (diethyl ether). The reactants are ClCC(=O)N1CCN(CC1)C1=CC(=C(C=C1)Cl)OC (2-chloro-1-[4-(4-chloro-3-methoxy-phenyl)-piperazin-1-yl]-ethanone), O=C1OC2=C(N1)C=CC(=C2)C#N (2-Oxo-2,3-dihydro-benzooxazole-6-carbonitrile), C([O-])([O-])=O.[Cs+].[Cs+] (cesium carbonate). Run in CN(C)C=O (DMF), C(C)(=O)OCC (ethyl acetate). Reaction conditions: time 8 hour. Yields the product ClC1=C(C=C(C=C1)N1CCN(CC1)C(CN1C(OC2=C1C=CC(=C2)C#N)=O)=O)OC (3-{2-[4-(4-Chloro-3-methoxy-phenyl)-piperazin-1-yl]-2-oxo-ethyl}-2-oxo-2,3-dihydro-benzooxazole-6-carbonitrile). Reaction SMILES: Cl[CH2:2][C:3]([N:5]1[CH2:10][CH2:9][N:8]([C:11]2[CH:16]=[CH:15][C:14]([Cl:17])=[C:13]([O:18][CH3:19])[CH:12]=2)[CH2:7][CH2:6]1)=[O:4].[O:20]=[C:21]1[NH:25][C:24]2[CH:26]=[CH:27][C:28]([C:30]#[N:31])=[CH:29][C:23]=2[O:22]1.C(=O)([O-])[O-].[Cs+].[Cs+]>CN(C=O)C.C(OCC)(=O)C>[Cl:17][C:14]1[CH:15]=[CH:16][C:11]([N:8]2[CH2:9][CH2:10][N:5]([C:3](=[O:4])[CH2:2][N:25]3[C:24]4[CH:26]=[CH:27][C:28]([C:30]#[N:31])=[CH:29][C:23]=4[O:22][C:21]3=[O:20])[CH2:6][CH2:7]2)=[CH:12][C:13]=1[O:18][CH3:19] |f:2.3.4|. Procedure details: A mixture of 2-chloro-1-[4-(4-chloro-3-methoxy-phenyl)-piperazin-1-yl]-ethanone (1) (190 mg, 0.625 mmol, 1 eq), 2-oxo-2,3-dihydro-benzooxazole-6-carbonitrile (48) (100 mg, 0.625 mmol, 1 eq), cesium carbonate (400 mg, 1.23 mmol, 2 eq) in DMF (2 ml) was stirred at rt overnight. The reaction mixture was diluted with ethyl acetate, washed with water and purified with flash chromatography to give 3-{2-[4-(4-chloro-3-methoxy-phenyl)-piperazin-1-yl]-2-oxo-ethyl}-2-oxo-2,3-dihydro-benzooxazole-6-carboni... Starting materials: C1=CC=CC2=CC3=CC=CC=C3C=C12 (Anthracene), C(C=C)O (allyl alcohol). Solvent: C1=CC=CC=C1 (benzene). Run at temperature 210 celsius. The product is C1=CC=CC=2C3C4=CC=CC=C4C(C12)CC3CO (9,10-Dihydro-9,10-ethanoanthracene-11-methanol). RXN SMILES: [CH:1]1[C:14]2[C:5](=[CH:6][C:7]3[C:12]([CH:13]=2)=[CH:11][CH:10]=[CH:9][CH:8]=3)[CH:4]=[CH:3][CH:2]=1.[CH2:15]([OH:18])[CH:16]=[CH2:17]>C1C=CC=CC=1>[CH:4]1[C:5]2[CH:6]3[CH2:17][CH:16]([CH2:15][OH:18])[CH:13]([C:12]4[C:7]3=[CH:8][CH:9]=[CH:10][CH:11]=4)[C:14]=2[CH:1]=[CH:2][CH:3]=1. Reported procedure: Anthracene (45.4 gm) was combined with allyl alcohol (90.8 gm) and benzene (260 ml) in a Parr bomb and heated to 210° C. for 12 hours. The benzene was removed on a rotary evaporator and the residue was recrystallized from n-heptane to provide the product as a white solid (mp=104-105° C.). The product is O(C1=CC=CC=C1)CCOC=1C=C2CCCC(C2=CC1)=O (6-(2-Phenoxyethoxy)-3,4-dihydro-2H-naphthalen-1-one). Conditions: temperature 100 celsius. Starting materials: OC=1C=C2CCCC(C2=CC1)=O (6-hydroxy-3,4-dihydro-2H-naphthalen-1-one), O(C1=CC=CC=C1)CCBr (2-phenoxyethyl bromide), C([O-])([O-])=O.[Cs+].[Cs+] (cesium carbonate). Procedure details: A mixture of 6-hydroxy-3,4-dihydro-2H-naphthalen-1-one (2.5 g), 2-phenoxyethyl bromide (3.4 g) and cesium carbonate (5.5 g) were stirred in N,N-dimethylformamide (15 cm3) and heated at 100° C. for 2.5 h. The reaction mixture was allowed to cool to room temperature and then diluted with water (150 cm3). The aqueous mixture was extracted with ethyl acetate (2×50 cm3) and the organic extracts were washed with aqueous sodium hydroxide (1 M, 50 cm3), water (50 cm3) and then hydrochloric acid (2 M, 50... RXN SMILES: [OH:1][C:2]1[CH:3]=[C:4]2[C:9](=[CH:10][CH:11]=1)[C:8](=[O:12])[CH2:7][CH2:6][CH2:5]2.[O:13]([CH2:20][CH2:21]Br)[C:14]1[CH:19]=[CH:18][CH:17]=[CH:16][CH:15]=1.C(=O)([O-])[O-].[Cs+].[Cs+]>CN(C)C=O.O.C(OCC)C>[O:13]([CH2:20][CH2:21][O:1][C:2]1[CH:3]=[C:4]2[C:9](=[CH:10][CH:11]=1)[C:8](=[O:12])[CH2:7][CH2:6][CH2:5]2)[C:14]1[CH:19]=[CH:18][CH:17]=[CH:16][CH:15]=1 |f:2.3.4|. Solvent: CN(C=O)C (N,N-dimethylformamide), O (water), C(C)OCC (diethyl ether). Isolated yield 73.5%. Reactants: [BH3-]C#N, CC(=O)c1cccnc1, CO, CC(=O)O, N, [Na+], [Na+], [OH-]. Yields the product CC(N)c1cccnc1. Reaction SMILES: [C:12](#[N:13])[BH3-:14].[C:1]([CH3:2])(=[O:3])[c:4]1[cH:5][n:6][cH:7][cH:8][cH:9]1.[CH3:10][OH:11].[CH3:19][C:20](=[O:21])[OH:22].[NH3:18].[Na+:15].[Na+:17].[OH-:16]>>[CH:1]([CH3:2])([c:4]1[cH:5][n:6][cH:7][cH:8][cH:9]1)[NH2:13]. The solvent is O (water). Product: BrC=1CC2=CC=CC(=C2C1)C1=CC(=CC(=C1)C(C)(C)C)C(C)(C)C (2-Bromo-4-(3,5-di-tert-butylphenyl)-1H-indene). Reactants: C1(=CC=C(C=C1)S(=O)(=O)O)C (p-toluenesulfonic acid), C(C)(C)(C)C=1C=C(C=C(C1)C(C)(C)C)C1=C2C=CCC2=CC=C1 (4-(3,5-Di-tert-butylphenyl)-1H-indene), CS(=O)C (dimethyl sulfoxide), BrN1C(CCC1=O)=O (N-bromosuccinimide). Yield: 66.4%. Conditions: time 8 hour. As a reaction SMILES: [C:1]([C:5]1[CH:6]=[C:7]([C:15]2[CH:23]=[CH:22][CH:21]=[C:20]3[C:16]=2[CH:17]=[CH:18][CH2:19]3)[CH:8]=[C:9]([C:11]([CH3:14])([CH3:13])[CH3:12])[CH:10]=1)([CH3:4])([CH3:3])[CH3:2].CS(C)=O.[Br:28]N1C(=O)CCC1=O.C1(C)C=CC(S(O)(=O)=O)=CC=1>O>[Br:28][C:18]1[CH2:19][C:20]2[C:16]([CH:17]=1)=[C:15]([C:7]1[CH:8]=[C:9]([C:11]([CH3:14])([CH3:13])[CH3:12])[CH:10]=[C:5]([C:1]([CH3:2])([CH3:3])[CH3:4])[CH:6]=1)[CH:23]=[CH:22][CH:21]=2. Procedure: A cold solution (5° C.) of compound 5 (49 g, 161 mmol, 1 equiv), dimethyl sulfoxide (500 mL) and water (5 mL) was treated in one portion with N-bromosuccinimide (43 g, 241 mmol, 1.5 equiv). The bath was removed and the reaction allowed to stir at room temperature overnight. The reaction was poured into water (1 L) and the mixture extracted with ethyl acetate (2×500 mL). The combined organic layers were washed with saturated brine (1 L), dried over sodium sulfate and concentrated under reduced pr... The reactants are CCC(Br)CC, C1CCOC1, CCOCC, CC(=O)Nc1ccc(C=O)cc1, [Cl-], [Mg], [NH4+]. Product: CCC(CC)C(O)c1ccc(NC(C)=O)cc1. RXN SMILES: [Br:1][CH:2]([CH2:3][CH3:4])[CH2:5][CH3:6].[CH2:27]1[O:28][CH2:29][CH2:30][CH2:31]1.[CH3:22][CH2:23][O:24][CH2:25][CH3:26].[CH:8](=[O:9])[c:10]1[cH:11][cH:12][c:13]([NH:16][C:17]([CH3:18])=[O:19])[cH:14][cH:15]1.[Cl-:20].[Mg:7].[NH4+:21]>>[CH:2]([CH2:3][CH3:4])([CH2:5][CH3:6])[CH:8]([OH:9])[c:10]1[cH:11][cH:12][c:13]([NH:16][C:17]([CH3:18])=[O:19])[cH:14][cH:15]1.